This data is from the Open Reaction Database (ORD), a public repository of structured organic reaction records. The task is: describe an organic reaction: reactants, conditions, products, and yield The reactants are COC=1C=CC(=C(C(=O)OC)C1)NC1=C(C(=NN1C1=C(C=CC=C1)C)C)C1=CC=CC=C1 (methyl 5-methoxy-2-{[3-methyl-1-(2-methylphenyl)-4-phenyl-1H-pyrazol-5-yl]amino}benzoate), O (Water), [H-].[Na+] (NaH), IC (iodomethane). Run in CN(C)C=O (DMF), CN(C)C=O (DMF). Conditions: time 0.5 hour. Yields the product COC=1C=CC(=C(C(=O)OC)C1)N(C1=C(C(=NN1C1=C(C=CC=C1)C)C)C1=CC=CC=C1)C (methyl 5-methoxy-2-{methyl[3-methyl-1-(2-methylphenyl)4-phenyl-1H-pyrazol-5-yl]amino}benzoate). Isolated yield 76.4%. As a reaction SMILES: [H-].[Na+].[CH3:3][O:4][C:5]1[CH:6]=[CH:7][C:8]([NH:15][C:16]2[N:20]([C:21]3[CH:26]=[CH:25][CH:24]=[CH:23][C:22]=3[CH3:27])[N:19]=[C:18]([CH3:28])[C:17]=2[C:29]2[CH:34]=[CH:33][CH:32]=[CH:31][CH:30]=2)=[C:9]([CH:14]=1)[C:10]([O:12][CH3:13])=[O:11].I[CH3:36].O>CN(C=O)C>[CH3:3][O:4][C:5]1[CH:6]=[CH:7][C:8]([N:15]([CH3:36])[C:16]2[N:20]([C:21]3[CH:26]=[CH:25][CH:24]=[CH:23][C:22]=3[CH3:27])[N:19]=[C:18]([CH3:28])[C:17]=2[C:29]2[CH:34]=[CH:33][CH:32]=[CH:31][CH:30]=2)=[C:9]([CH:14]=1)[C:10]([O:12][CH3:13])=[O:11] |f:0.1|. Procedure: To a suspension of NaH (60% dispersion in mineral oil; 0.28 g, 7 mmol) in DMF (10 mL) at rt was added a solution of methyl 5-methoxy-2-{[3-methyl-1-(2-methylphenyl)-4-phenyl-1H-pyrazol-5-yl]amino}benzoate (1.495 g, 3.5 mmol) in DMF (15 mL) dropwise. The mixture was stirred for 0.5 h, and then iodomethane (0.88 mL, 14 mmol) was added. The reaction mixture was stirred at rt for 1 h. Water (100 mL) was cautiously added, and the mixture was extracted with ethyl acetate (25 mL×3). The combined organi... The reactants are [H-].[Na+] (sodium hydride), COC1=CC=C(C(=O)Cl)C=C1 (4-methoxybenzoyl chloride), CN(C=O)C (dimethylformamide), COC=1C=C2C(=C(NC2=CC1)C)CC(=O)OC(C)(C)C (t-butyl (5-methoxy-2-methyl-indol-3-yl]-acetate). Solvent: CCCCCC.C(C)(=O)OCC (ethyl acetate hexane), O (water). Run at temperature 0 celsius, time 18 hour. The product is COC=1C=C2C(=C(N(C2=CC1)C(C1=CC=C(C=C1)OC)=O)C)CC(=O)OC(C)(C)C (t-Butyl [5-methoxy-1-(4-methoxybenzoyl)-2-methyl-indol-3-yl]-acetate). As a reaction SMILES: [H-].[Na+].CN(C)C=O.[CH3:8][O:9][C:10]1[CH:11]=[C:12]2[C:16](=[CH:17][CH:18]=1)[NH:15][C:14]([CH3:19])=[C:13]2[CH2:20][C:21]([O:23][C:24]([CH3:27])([CH3:26])[CH3:25])=[O:22].[CH3:28][O:29][C:30]1[CH:38]=[CH:37][C:33]([C:34](Cl)=[O:35])=[CH:32][CH:31]=1>CCCCCC.C(OCC)(=O)C.O>[CH3:8][O:9][C:10]1[CH:11]=[C:12]2[C:16](=[CH:17][CH:18]=1)[N:15]([C:34](=[O:35])[C:33]1[CH:37]=[CH:38][C:30]([O:29][CH3:28])=[CH:31][CH:32]=1)[C:14]([CH3:19])=[C:13]2[CH2:20][C:21]([O:23][C:24]([CH3:27])([CH3:26])[CH3:25])=[O:22] |f:0.1,5.6|. Procedure details: Combine sodium hydride (0.66 g, 60% in oil, 13.1 mmol) and dimethylformamide [50 mL). Cool to 0° C. using an ice-bath. Add t-butyl (5-methoxy-2-methyl-indol-3-yl]-acetate (3 g, 10.9 mmol). Stir until gas evolution ceases. Add 4-methoxybenzoyl chloride (2.23 g, 13 mmol). Warm to ambient temperature. After 18 hours, add water. Partition the reaction mixture between ethyl acetate and water. Separate the organic layer and extract with a saturated sodium chloride solution. Dry the organic layer over ... The reactants are [Si](C)(C)(C(C)(C)C)OC[C@H]1[C@H](CCCC1)OC1=C(C2=C(C(=NO2)C(F)(F)F)C=C1)CCC (6-{[(1S,2S)-2-({[tert-butyl(dimethyl)silyl]oxy}-methyl)cyclohexyl]oxy}-7-propyl-3-(trifluoromethyl)-1,2-benzisoxazole), [F-].C(CCC)[N+](CCCC)(CCCC)CCCC (tetrabutylammonium fluoride), C(=O)(O)[O-].[Na+] (NaHCO3). The solvent is C1CCOC1 (THF). Reaction conditions: time 2 hour. Yields the product OC[C@@H]1[C@@H](CCCC1)OC1=C(C2=C(C(=NO2)C(F)(F)F)C=C1)CCC (6-{[cis-2-(hydroxymethyl)cyclohexyl]oxy}-7-propyl-3-(trifluoromethyl)-1,2-benzisoxazole). As a reaction SMILES: [Si]([O:8][CH2:9][C@@H:10]1[CH2:15][CH2:14][CH2:13][CH2:12][C@@H:11]1[O:16][C:17]1[CH:29]=[CH:28][C:20]2[C:21]([C:24]([F:27])([F:26])[F:25])=[N:22][O:23][C:19]=2[C:18]=1[CH2:30][CH2:31][CH3:32])(C(C)(C)C)(C)C.[F-].C([N+](CCCC)(CCCC)CCCC)CCC.C([O-])(O)=O.[Na+]>C1COCC1>[OH:8][CH2:9][C@H:10]1[CH2:15][CH2:14][CH2:13][CH2:12][C@H:11]1[O:16][C:17]1[CH:29]=[CH:28][C:20]2[C:21]([C:24]([F:27])([F:26])[F:25])=[N:22][O:23][C:19]=2[C:18]=1[CH2:30][CH2:31][CH3:32] |f:1.2,3.4|. Reported procedure: To a solution of 6-{[(1S,2S)-2-({[tert-butyl(dimethyl)silyl]oxy}-methyl)cyclohexyl]oxy}-7-propyl-3-(trifluoromethyl)-1,2-benzisoxazole (550 mg, 1.17 mmol), from this Example step 2, in dry THF (17 ml) was added tetrabutylammonium fluoride (1M THF, 1.75 mL, 1.75 mmol) at 0° C. The reaction mixture was stirred at room temperature for two hours. Saturated NaHCO3 was added. The mixture was extracted with ethyl acetate three times and the combined organic layers washed with brine, dried over Na2CO3 a... Starting materials: N#Cc1cnc2cc(Br)ccc2c1Cl, CCOC(C)O, Nc1ccc(Cl)cc1F, Cl, c1ccncc1. Product: N#Cc1cnc2cc(Br)ccc2c1Nc1ccc(Cl)cc1F. RXN SMILES: [Br:1][c:2]1[cH:3][cH:4][c:5]2[c:6]([Cl:14])[c:7]([C:12]#[N:13])[cH:8][n:9][c:10]2[cH:11]1.[CH2:31]([O:32][CH:33]([OH:34])[CH3:35])[CH3:36].[Cl:15][c:16]1[cH:17][c:18]([F:23])[c:19]([NH2:20])[cH:21][cH:22]1.[ClH:24].[n:25]1[cH:26][cH:27][cH:28][cH:29][cH:30]1>>[Br:1][c:2]1[cH:3][cH:4][c:5]2[c:6]([NH:20][c:19]3[c:18]([F:23])[cH:17][c:16]([Cl:15])[cH:22][cH:21]3)[c:7]([C:12]#[N:13])[cH:8][n:9][c:10]2[cH:11]1.